From a dataset of the Open Reaction Database (ORD), a public repository of structured organic reaction records. describe an organic reaction: reactants, conditions, products, and yield Starting materials: [Ag+], O=C1CCC(=O)N1Br, CC(C)=O, C#Cc1cn(-c2c(Cl)cc(C(F)(F)F)cc2Cl)nc1C(F)(F)F, O=[N+]([O-])[O-]. Yields the product FC(F)(F)c1cc(Cl)c(-n2cc(C#CBr)c(C(F)(F)F)n2)c(Cl)c1. RXN SMILES: [Ag+:40].[Br:24][N:25]1[C:26](=[O:27])[CH2:28][CH2:29][C:30]1=[O:31].[CH3:32][C:33](=[O:34])[CH3:35].[Cl:1][c:2]1[c:3](-[n:13]2[n:14][c:15]([C:20]([F:21])([F:22])[F:23])[c:16]([C:18]#[CH:19])[cH:17]2)[c:4]([Cl:12])[cH:5][c:6]([C:8]([F:9])([F:10])[F:11])[cH:7]1.[N+:36]([O-:37])([O-:38])=[O:39]>>[Cl:1][c:2]1[c:3](-[n:13]2[n:14][c:15]([C:20]([F:21])([F:22])[F:23])[c:16]([C:18]#[C:19][Br:24])[cH:17]2)[c:4]([Cl:12])[cH:5][c:6]([C:8]([F:9])([F:10])[F:11])[cH:7]1. Reactants: OC1=CC(=C(C#N)C=C1)OC (4-hydroxy-2-methoxy-benzonitrile), BrCCCCBr (1,4-dibromobutane). Yields the product BrCCCCOC1=CC(=C(C#N)C=C1)OC (4-(4-Bromobutoxy)-2-methoxybenzonitrile). As a reaction SMILES: [OH:1][C:2]1[CH:9]=[CH:8][C:5]([C:6]#[N:7])=[C:4]([O:10][CH3:11])[CH:3]=1.[Br:12][CH2:13][CH2:14][CH2:15][CH2:16]Br>>[Br:12][CH2:13][CH2:14][CH2:15][CH2:16][O:1][C:2]1[CH:9]=[CH:8][C:5]([C:6]#[N:7])=[C:4]([O:10][CH3:11])[CH:3]=1. Reported procedure: The procedure is as for Example 53, Step A, using as substrate 4-hydroxy-2-methoxy-benzonitrile and 1,4-dibromobutane.